Task: describe an organic reaction: reactants, conditions, products, and yield. Dataset: the Open Reaction Database (ORD), a public repository of structured organic reaction records Reactants: C1(=CC=CC=C1)C=1NC(OC1C1=CC=CC=C1)=S (4,5-diphenyl-4-oxazolin-2-thione), C([O-])([O-])=O.[K+].[K+] (potassium carbonate), BrCC(=O)OCC (ethyl bromoacetate). Solvent: C(C)O (ethanol). The product is C1(=CC=CC=C1)C=1N=C(OC1C1=CC=CC=C1)SCC(=O)OCC (ethyl S-(4,5-diphenyloxazol-2-yl)-mercaptoacetate). Yield: 67.9%. As a reaction SMILES: [C:1]1([C:7]2[NH:8][C:9](=[S:18])[O:10][C:11]=2[C:12]2[CH:17]=[CH:16][CH:15]=[CH:14][CH:13]=2)[CH:6]=[CH:5][CH:4]=[CH:3][CH:2]=1.C(=O)([O-])[O-].[K+].[K+].Br[CH2:26][C:27]([O:29][CH2:30][CH3:31])=[O:28]>C(O)C>[C:1]1([C:7]2[N:8]=[C:9]([S:18][CH2:26][C:27]([O:29][CH2:30][CH3:31])=[O:28])[O:10][C:11]=2[C:12]2[CH:13]=[CH:14][CH:15]=[CH:16][CH:17]=2)[CH:2]=[CH:3][CH:4]=[CH:5][CH:6]=1 |f:1.2.3|. Reported procedure: In a three-necked, 500 ml flask provided with reflux condenser and mechanical stirrer, 25.3 g 4,5-diphenyl-4-oxazolin-2-thione, 27.6 g anhydrous potassium carbonate, 14.5 ml ethyl bromoacetate and 200 ml absolute ethanol were refluxed for 5 hours with vigorous stirring. The mixture was cooled to room temperature, filtered and washed with absolute ethanol on the filter. The filtrate was evaporated to dryness in vacuo and the residue was suspended in 150 ml ether and 150 ml water. The ethereal pha... Starting materials: [OH-].[Na+] (sodium hydroxide), Br.N=C1SC=CN1CC(=O)O (2-imino-4-thiazolin-3-yl-acetic acid hydrobromide), P(=O)(Br)(Br)Br (phosphorus oxybromide), ice water. Reaction conditions: temperature 140 celsius. The product is BrC=1N=C2SC=CN2C1 (6-Bromoimidazo[2,1-b]thiazole). RXN SMILES: Br.[NH:2]=[C:3]1[N:7]([CH2:8][C:9](O)=O)[CH:6]=[CH:5][S:4]1.P(Br)(Br)([Br:14])=O.[OH-].[Na+]>>[Br:14][C:9]1[N:2]=[C:3]2[N:7]([CH:8]=1)[CH:6]=[CH:5][S:4]2 |f:0.1,3.4|. Procedure details: A mixture of 10.0 g of 2-imino-4-thiazolin-3-yl-acetic acid hydrobromide and 30.0 g of phosphorus oxybromide is heated for 2 hours at 140° C. After cooling, the reaction mixture is poured into ice water, neutralized with 10% sodium hydroxide solution and filtered to collect the precipitated crystals. The crystals are recrystallized from toluene to afford the title compound of mp. 96°-98° C. Starting materials: ClC1=NC=CC=C1S(=O)(=O)N1CCC2(CCN(C2=O)C2=CC=C(C=C2)OC(F)(F)F)CC1 (8-(2-Chloro-pyridine-3-sulfonyl)-2-(4-trifluoromethoxy-phenyl)-2,8-diaza-spiro[4.5]decan-1-one), C[O-].[Na+] (sodium methoxide). RXN SMILES: Cl[C:2]1[C:7]([S:8]([N:11]2[CH2:32][CH2:31][C:14]3([C:18](=[O:19])[N:17]([C:20]4[CH:25]=[CH:24][C:23]([O:26][C:27]([F:30])([F:29])[F:28])=[CH:22][CH:21]=4)[CH2:16][CH2:15]3)[CH2:13][CH2:12]2)(=[O:10])=[O:9])=[CH:6][CH:5]=[CH:4][N:3]=1.[CH3:33][O-:34].[Na+]>CO.C(OCC)(=O)C>[CH3:33][O:34][C:2]1[C:7]([S:8]([N:11]2[CH2:32][CH2:31][C:14]3([C:18](=[O:19])[N:17]([C:20]4[CH:25]=[CH:24][C:23]([O:26][C:27]([F:30])([F:29])[F:28])=[CH:22][CH:21]=4)[CH2:16][CH2:15]3)[CH2:13][CH2:12]2)(=[O:10])=[O:9])=[CH:6][CH:5]=[CH:4][N:3]=1 |f:1.2|. Run in C(C)(=O)OCC (ethyl acetate), CO (methanol). The yield is 96.1%. Yields the product COC1=NC=CC=C1S(=O)(=O)N1CCC2(CCN(C2=O)C2=CC=C(C=C2)OC(F)(F)F)CC1 (8-(2-Methoxy-pyridine-3-sulfonyl)-2-(4-trifluoromethoxy-phenyl)-2,8-diaza-spiro[4.5]decan-1-one). Run at temperature 90 celsius, time 16 hour. Reported procedure: To a solution of 8-(2-chloro-pyridine-3-sulfonyl)-2-(4-trifluoromethoxy-phenyl)-2,8-diaza-spiro[4.5]decan-1-one (described in example 188, 15 mg, 0.03 mmol) in methanol (1 mL) was added sodium methoxide solution (5.4M solution in methanol, 11 uL, 0.06 mmol) and the reaction mixture was then stirred at 90° C. for 16 h. The reaction mixture was concentrated in vacuo to give a crude residue which was diluted with ethyl acetate and washed with water, sat.NaHCO3 and brine. The organic layer was dried... Reactants: ClCl (chlorine), C24H27ClN4O3, CC=1C=C(C(=O)O)C=CC1C(=O)N1CCCC1 (3-methyl-4-(pyrrolidin-1-ylcarbonyl)benzoic acid), CN(C)C(=[N+](C)C)ON1C2=C(C=CC=C2)N=N1.[B-](F)(F)(F)F (TBTU), C(C)(C)N(CC)C(C)C (diisopropylethylamine), ClC1=CC2=C(NC(=N2)[C@H](CCOC)N)C=C1 ((S)-1-(5-chloro-1H-benzimidazol-2-yl)-3-methoxypropylamine). Run in ClCCl.CO (dichloromethane methanol), O1CCCC1 (tetrahydrofuran). Yields the product ClC1=CC2=C(NC(=N2)[C@H](CCOC)NC(C2=CC(=C(C=C2)C(=O)N2CCCC2)C)=O)C=C1 (N-[(1S)-1-(5-chloro-1H-benzimidazol-2-yl)-3-methoxypropyl]-3-methyl-4-(pyrrolidin-1-ylcarbonyl)benzamide). Yield: 77.0%. As a reaction SMILES: [CH3:1][C:2]1[CH:3]=[C:4]([CH:8]=[CH:9][C:10]=1[C:11]([N:13]1[CH2:17][CH2:16][CH2:15][CH2:14]1)=[O:12])[C:5]([OH:7])=O.CN(C(ON1N=NC2C=CC=CC1=2)=[N+](C)C)C.[B-](F)(F)(F)F.C(N(C(C)C)CC)(C)C.[Cl:49][C:50]1[CH:64]=[CH:63][C:53]2[NH:54][C:55]([C@@H:57]([NH2:62])[CH2:58][CH2:59][O:60][CH3:61])=[N:56][C:52]=2[CH:51]=1.ClCl>O1CCCC1.ClCCl.CO>[Cl:49][C:50]1[CH:64]=[CH:63][C:53]2[NH:54][C:55]([C@@H:57]([NH:62][C:5](=[O:7])[C:4]3[CH:8]=[CH:9][C:10]([C:11]([N:13]4[CH2:17][CH2:16][CH2:15][CH2:14]4)=[O:12])=[C:2]([CH3:1])[CH:3]=3)[CH2:58][CH2:59][O:60][CH3:61])=[N:56][C:52]=2[CH:51]=1 |f:1.2,7.8|. Procedure: Prepared analogously to Example 1g from 3-methyl-4-(pyrrolidin-1-ylcarbonyl)benzoic acid, TBTU, diisopropylethylamine, and (S)-1-(5-chloro-1H-benzimidazol-2-yl)-3-methoxypropylamine in tetrahydrofuran. Yield: 77%; Rf value: 0.34 (silica gel; dichloromethane/methanol=9:1); C24H27ClN4O3 (454.96); mass spectrum: (M+H)+=455/457 (chlorine isotope). The reactants are CCCCCCCCCCCCc1cnc(-c2ccc(O)cc2)nc1, CCCCC(F)CCOS(C)(=O)=O. Yields the product CCCCCCCCCCCCc1cnc(-c2ccc(OCCC(F)CCCC)cc2)nc1. As a reaction SMILES: [CH2:1]([CH2:2][CH2:3][CH2:4][CH2:5][CH2:6][CH2:7][CH2:8][CH2:9][CH2:10][CH2:11][CH3:12])[c:13]1[cH:14][n:15][c:16](-[c:19]2[cH:20][cH:21][c:22]([OH:25])[cH:23][cH:24]2)[n:17][cH:18]1.[CH3:26][S:27]([O:28][CH2:31][CH2:32][CH:33]([CH2:34][CH2:35][CH2:36][CH3:37])[F:38])(=[O:29])=[O:30]>>[CH2:1]([CH2:2][CH2:3][CH2:4][CH2:5][CH2:6][CH2:7][CH2:8][CH2:9][CH2:10][CH2:11][CH3:12])[c:13]1[cH:14][n:15][c:16](-[c:19]2[cH:20][cH:21][c:22]([O:25][CH2:31][CH2:32][CH:33]([CH2:34][CH2:35][CH2:36][CH3:37])[F:38])[cH:23][cH:24]2)[n:17][cH:18]1. Reactants: C(C)(C)(C)OC(=O)N1CCC=2C(=NNC2CC1)C1=CC=C(C=C1)Cl (3-(4-chloro-phenyl)-4,5,7,8-tetrahydro-1H-1,2,6-triaza-azulene-6-carboxylic acid tert-butyl ester), BrCCC1CCCCC1 (1-bromo-2-cyclohexylethane), C(C)(C)(C)OC(=O)N1CCC2=C(N(N=C2CC1)CCC1CCCCC1)C1=CC=C(C=C1)Cl (3-(4-chloro-phenyl)-2-(2-cyclohexyl-ethyl)-4,5,7,8-tetrahydro-2H-1,2,6-triaza-azulene-6-carboxylic acid tert-butyl ester). Product: ClC1=CC=C(C=C1)C1=NN(C=2CCNCCC12)CCC1CCCCC1 (3-(4-Chloro-phenyl)-1-(2-cyclohexyl-ethyl)-1,4,5,6,7,8-hexahydro-1,2,6-triaza-azulene). As a reaction SMILES: C(OC([N:8]1[CH2:17][CH2:16][C:15]2[NH:14][N:13]=[C:12]([C:18]3[CH:23]=[CH:22][C:21]([Cl:24])=[CH:20][CH:19]=3)[C:11]=2[CH2:10][CH2:9]1)=O)(C)(C)C.Br[CH2:26][CH2:27][CH:28]1[CH2:33][CH2:32][CH2:31][CH2:30][CH2:29]1.C(OC(N1CCC2C(=C(C3C=CC(Cl)=CC=3)N(CCC3CCCCC3)N=2)CC1)=O)(C)(C)C>>[Cl:24][C:21]1[CH:20]=[CH:19][C:18]([C:12]2[C:11]3[CH2:10][CH2:9][NH:8][CH2:17][CH2:16][C:15]=3[N:14]([CH2:26][CH2:27][CH:28]3[CH2:33][CH2:32][CH2:31][CH2:30][CH2:29]3)[N:13]=2)=[CH:23][CH:22]=1. Procedure details: The title compound (0.056 g) was prepared from 3-(4-chloro-phenyl)-4,5,7,8-tetrahydro-1H-1,2,6-triaza-azulene-6-carboxylic acid tert-butyl ester (Example 59, Step C, 0.1 g) using 1-bromo-2-cyclohexylethane (0.053 mL) in place of benzyl chloride. The reaction sequence also yielded 3-(4-chloro-phenyl)-2-(2-cyclohexyl-ethyl)-4,5,7,8-tetrahydro-2H-1,2,6-triaza-azulene-6-carboxylic acid tert-butyl ester in the alkylation step. MS (ESI): exact mass calculated for C21H28ClN3, 357.20. found, m/z 358.2 [... Reactants: COC1=CC=C(C2=C1N=C(S2)NC(CC2CCOCC2)=O)C2CCOCC2 (N-[4-methoxy-7-(tetrahydro-pyran-4-yl)-benzothiazol-2-yl]-2-(tetrahydro-pyran-4-yl)-acetamide), COC1=CC=C(C2=C1N=C(S2)N)C2CCOCC2 (4-methoxy-7-(tetrahydro-pyran-4-yl)-benzothiazol-2-ylamine), OC1CCC(CC1)CC(=O)O ((4-hydroxy-cyclohexyl)-acetic acid). Product: O[C@@H]1CC[C@H](CC1)CC(=O)NC=1SC2=C(N1)C(=CC=C2C2CCOCC2)OC ((trans)-2-(4-Hydroxy-cyclohexyl)-N-[4-methoxy-7-(tetrahydro-pyran-4-yl)-benzothiazol-2-yl]-acetamide), crystals. Isolated yield 25.0%. As a reaction SMILES: [CH3:1][O:2][C:3]1[C:8]2[N:9]=[C:10]([NH2:12])[S:11][C:7]=2[C:6]([CH:13]2[CH2:18][CH2:17][O:16][CH2:15][CH2:14]2)=[CH:5][CH:4]=1.[OH:19][CH:20]1[CH2:25][CH2:24][CH:23]([CH2:26][C:27](O)=[O:28])[CH2:22][CH2:21]1.COC1C2N=C(NC(=O)CC3CCOCC3)SC=2C(C2CCOCC2)=CC=1>>[OH:19][C@H:20]1[CH2:25][CH2:24][C@H:23]([CH2:26][C:27]([NH:12][C:10]2[S:11][C:7]3[C:6]([CH:13]4[CH2:18][CH2:17][O:16][CH2:15][CH2:14]4)=[CH:5][CH:4]=[C:3]([O:2][CH3:1])[C:8]=3[N:9]=2)=[O:28])[CH2:22][CH2:21]1. Procedure details: Using 4-methoxy-7-(tetrahydro-pyran-4-yl)-benzothiazol-2-ylamine and (4-hydroxy-cyclohexyl)-acetic acid, the title compound was prepared in the same manner as described for N-[4-methoxy-7-(tetrahydro-pyran-4-yl)-benzothiazol-2-yl]-2-(tetrahydro-pyran-4-yl)-acetamide and obtained as white crystals (25% yield). Mp 120-145° C., MS: m/e=405(M+H+). Reactants: Clc1cccc(CCBr)c1, O=C(OC1CN2CCC1CC2)C1(c2ccccc2)CCCCCC1. Product: [Br-], O=C(OC1C[N+]2(CCc3cccc(Cl)c3)CCC1CC2)C1(c2ccccc2)CCCCCC1. As a reaction SMILES: [Br:25][CH2:26][CH2:27][c:28]1[cH:29][c:30]([Cl:34])[cH:31][cH:32][cH:33]1.[c:1]1([C:7]2([C:14](=[O:15])[O:16][CH:17]3[CH2:18][N:19]4[CH2:20][CH2:21][CH:22]3[CH2:23][CH2:24]4)[CH2:8][CH2:9][CH2:10][CH2:11][CH2:12][CH2:13]2)[cH:2][cH:3][cH:4][cH:5][cH:6]1>>[Br-:25].[c:1]1([C:7]2([C:14](=[O:15])[O:16][CH:17]3[CH2:18][N+:19]4([CH2:26][CH2:27][c:28]5[cH:29][c:30]([Cl:34])[cH:31][cH:32][cH:33]5)[CH2:20][CH2:21][CH:22]3[CH2:23][CH2:24]4)[CH2:8][CH2:9][CH2:10][CH2:11][CH2:12][CH2:13]2)[cH:2][cH:3][cH:4][cH:5][cH:6]1. The reactants are CC(C)C(C)(c1ccc(B2OC(C)(C)C(C)(C)O2)cc1)c1ccc(O)cn1, CC(C)C(C)(c1ccc(B2OC(C)(C)C(C)(C)O2)cc1)c1ccc(OCc2ccccn2)cn1, Clc1ccc(Cl)nn1, CC(C)C(C)(c1ccc(-c2ccc(Cl)nn2)cc1)c1ccc(OCc2ccccn2)cn1, FC(F)(F)c1ccc(Cl)nn1. Yields the product CC(C)C(C)(c1ccc(-c2ccc(C(F)(F)F)nn2)cc1)c1ccc(O)cn1. Reaction SMILES: [CH3:1][C:2]([CH:3]([CH3:4])[CH3:5])([c:6]1[cH:7][cH:8][c:9]([B:12]2[O:13][C:14]([CH3:15])([CH3:16])[C:17]([CH3:18])([CH3:19])[O:20]2)[cH:10][cH:11]1)[c:21]1[cH:22][cH:23][c:24]([OH:27])[cH:25][n:26]1.[CH3:71][C:72]([c:73]1[cH:74][cH:75][c:76]([O:77][CH2:78][c:79]2[cH:80][cH:81][cH:82][cH:83][n:84]2)[cH:85][n:86]1)([c:87]1[cH:88][cH:89][c:90]([B:91]2[O:92][C:93]([CH3:94])([CH3:95])[C:96]([CH3:97])([CH3:98])[O:99]2)[cH:100][cH:101]1)[CH:102]([CH3:103])[CH3:104].[Cl:105][c:106]1[n:107][n:108][c:109]([Cl:110])[cH:111][cH:112]1.[Cl:28][c:29]1[n:30][n:31][c:32](-[c:33]2[cH:34][cH:35][c:36]([C:37]([CH3:38])([c:39]3[cH:40][cH:41][c:42]([O:43][CH2:44][c:45]4[cH:46][cH:47][cH:48][cH:49][n:50]4)[cH:51][n:52]3)[CH:53]([CH3:54])[CH3:55])[cH:56][cH:57]2)[cH:58][cH:59]1.[Cl:60][c:61]1[n:62][n:63][c:64]([C:67]([F:68])([F:69])[F:70])[cH:65][cH:66]1>>[CH3:1][C:2]([CH:3]([CH3:4])[CH3:5])([c:6]1[cH:7][cH:8][c:9](-[c:61]2[n:62][n:63][c:64]([C:67]([F:68])([F:69])[F:70])[cH:65][cH:66]2)[cH:10][cH:11]1)[c:21]1[cH:22][cH:23][c:24]([OH:27])[cH:25][n:26]1.